This data is from the Open Reaction Database (ORD), a public repository of structured organic reaction records. The task is: describe an organic reaction: reactants, conditions, products, and yield Reactants: C(C)(C)(C)OC(=O)N1CC(OCC1)CO (2-hydroxymethyl-morpholine-4-carboxylic acid tert-butyl ester), [H-].[Na+] (sodium hydride), C(CCC)C=1N=NC(=CC1C1=CC=C(C=C1)OC1CCCCC1)Cl (3-butyl-6-chloro-4-(4-cyclohexyloxy-phenyl)-pyridazine), O (water). The solvent is CN(C)C=O (DMF), CN(C)C=O (DMF), C(C)(=O)OCC (ethyl acetate). Run at temperature 0 celsius, time 15 minute. Yields the product C(C)(C)(C)OC(=O)N1CC(OCC1)COC=1N=NC(=C(C1)C1=CC=C(C=C1)OC1CCCCC1)CCCC (2-[6-butyl-5-(4-cyclohexyloxy-phenyl)-pyridazin-3-yloxymethyl]-morpholine-4-carboxylic acid tert-butyl ester). RXN SMILES: [C:1]([O:5][C:6]([N:8]1[CH2:13][CH2:12][O:11][CH:10]([CH2:14][OH:15])[CH2:9]1)=[O:7])([CH3:4])([CH3:3])[CH3:2].[H-].[Na+].[CH2:18]([C:22]1[N:23]=[N:24][C:25](Cl)=[CH:26][C:27]=1[C:28]1[CH:33]=[CH:32][C:31]([O:34][CH:35]2[CH2:40][CH2:39][CH2:38][CH2:37][CH2:36]2)=[CH:30][CH:29]=1)[CH2:19][CH2:20][CH3:21].O>CN(C=O)C.C(OCC)(=O)C>[C:1]([O:5][C:6]([N:8]1[CH2:13][CH2:12][O:11][CH:10]([CH2:14][O:15][C:25]2[N:24]=[N:23][C:22]([CH2:18][CH2:19][CH2:20][CH3:21])=[C:27]([C:28]3[CH:29]=[CH:30][C:31]([O:34][CH:35]4[CH2:40][CH2:39][CH2:38][CH2:37][CH2:36]4)=[CH:32][CH:33]=3)[CH:26]=2)[CH2:9]1)=[O:7])([CH3:4])([CH3:3])[CH3:2] |f:1.2|. Procedure: To a stirred solution of 2-hydroxymethyl-morpholine-4-carboxylic acid tert-butyl ester (0.58 mmol, 0.126 g) in DMF (1.0 mL) at room temperature was added sodium hydride (60% dispersion in mineral oil) (1.74 mmol, 0.07 g) and continued stirring for 15 min. The reaction mixture was cooled to 0° C. using an ice bath. To this was added a solution of 3-butyl-6-chloro-4-(4-cyclohexyloxy-phenyl)-pyridazine (Example 14, 0.29 mmol, 0.10 g) in DMF (0.5 mL). After completion of addition, the reaction mixtu... Reactants: CN(C)c1ccncc1, ClCCl, O=S(=O)(Cl)c1cc(F)ccc1F, COC(=O)c1cccc(N)c1F, c1ccncc1. Product: COC(=O)c1cccc(NS(=O)(=O)c2cc(F)ccc2F)c1F. Reaction SMILES: [CH3:34][N:35]([c:36]1[cH:37][cH:38][n:39][cH:40][cH:41]1)[CH3:42].[Cl:31][CH2:32][Cl:33].[F:19][c:20]1[c:21]([S:27](=[O:28])(=[O:29])[Cl:30])[cH:22][c:23]([F:26])[cH:24][cH:25]1.[NH2:1][c:2]1[c:3]([F:12])[c:4]([C:5](=[O:6])[O:7][CH3:8])[cH:9][cH:10][cH:11]1.[cH:13]1[cH:14][cH:15][n:16][cH:17][cH:18]1>>[NH:1]([c:2]1[c:3]([F:12])[c:4]([C:5](=[O:6])[O:7][CH3:8])[cH:9][cH:10][cH:11]1)[S:27]([c:21]1[c:20]([F:19])[cH:25][cH:24][c:23]([F:26])[cH:22]1)(=[O:28])=[O:29].